Dataset: the Open Reaction Database (ORD), a public repository of structured organic reaction records. Task: describe an organic reaction: reactants, conditions, products, and yield RXN SMILES: [CH3:1][C:2]1[CH:3]=[CH:4][C:5]([C:8]([OH:10])=O)=[CH:6][CH:7]=1.[CH:11]1[C:16]([NH2:17])=[CH:15][CH:14]=[C:13](O)[CH:12]=1.B(O)(O)O>O>[C:2]1([CH3:1])[CH:7]=[CH:6][C:5]([C:8]2[O:10][C:15]3[CH:14]=[CH:13][CH:12]=[CH:11][C:16]=3[N:17]=2)=[CH:4][CH:3]=1. Solvent: 1,2-methylnaphthalene, O (water), O (H2O). Procedure: 68 g (0.5 mole of p-toluic acid were heated with 54.5 g (0.5 mole) of p-aminophenol and 2 g of boric acid in 750 ml of 1,2-methylnaphthalene and the water that formed was eliminated slowly by azeotropic destillation. After heating for 6 hours, 1 g of boric acid were added. After 12 hours, 16 ml of H2O (98%) passed over. The solvent was then removed until dryness, the residue was dissolved in 750 ml of ethanol, clarified with silica gel while still hot, and combined after filtration, while still ... Reactants: B(O)(O)O (boric acid), CC=1C=CC(=CC1)C(=O)O (p-toluic acid), C1=CC(=CC=C1N)O (p-aminophenol), B(O)(O)O (boric acid). Run at time 12 hour. The product is C1(=CC=C(C=C1)C=1OC2=C(N1)C=CC=C2)C (2-p-tolyl-benzoxazole). Starting materials: NC1=C(C=C(C(=N1)C(=O)OCC)C(=O)OCC)[N+](=O)[O-] (Diethyl 6-amino-5-nitro-2,3-pyridinedicarboxylate), [H][H] (hydrogen). Reagents/catalysts: [Pd] (Palladium on carbon). The solvent is C(C)O (ethanol). Conditions: temperature 0 celsius. Product: NC=1C=C(C(=NC1N)C(=O)OCC)C(=O)OCC (Diethyl 5,6-diamino-2,3-pyridinedicarboxylate). Isolated yield 94.5%. Reaction SMILES: [NH2:1][C:2]1[N:7]=[C:6]([C:8]([O:10][CH2:11][CH3:12])=[O:9])[C:5]([C:13]([O:15][CH2:16][CH3:17])=[O:14])=[CH:4][C:3]=1[N+:18]([O-])=O.[H][H]>C(O)C.[Pd]>[NH2:18][C:3]1[CH:4]=[C:5]([C:13]([O:15][CH2:16][CH3:17])=[O:14])[C:6]([C:8]([O:10][CH2:11][CH3:12])=[O:9])=[N:7][C:2]=1[NH2:1]. Procedure: Diethyl 6-amino-5-nitro-2,3-pyridinedicarboxylate (5.00 g, 0.0176 mol) is suspended in 250 mL of absolute ethanol and the mixture cooled to 0° C. Palladium on carbon (50 g of 10% is added and the mixture is shaken under 50 psi hydrogen in a Parr apparatus for four hours. The catalyst is removed by filtration through a pad of Celite, and the filtrate is concentrated to yield 4.21 g (94.2%) of product as a yellow solid, melting point 143°-146.5° C. The reactants are C(C)OC(CCC1=CC=C(C=C1)CN1C(C(=CC=C1)C1=CC=C(C=C1)[N+](=O)[O-])=O)=O (3-{4-[3-(4-Nitrophenyl)-2-oxo-2H-pyridin-1-ylmethyl]phenyl}propionic acid ethyl ester), [H][H] (hydrogen). Reagents/catalysts: [Pd] (palladium on charcoal). Solvent: C(C)O (ethanol). Product: C(C)OC(CCC1=CC=C(C=C1)CN1C(C(=CC=C1)C1=CC=C(C=C1)N)=O)=O (3-{4-[3-(4-Aminophenyl)-2-oxo-2H-pyridin-1-ylmethyl]phenyl}propionic acid ethyl ester). Reaction SMILES: [CH2:1]([O:3][C:4](=[O:30])[CH2:5][CH2:6][C:7]1[CH:12]=[CH:11][C:10]([CH2:13][N:14]2[CH:19]=[CH:18][CH:17]=[C:16]([C:20]3[CH:25]=[CH:24][C:23]([N+:26]([O-])=O)=[CH:22][CH:21]=3)[C:15]2=[O:29])=[CH:9][CH:8]=1)[CH3:2].[H][H]>[Pd].C(O)C>[CH2:1]([O:3][C:4](=[O:30])[CH2:5][CH2:6][C:7]1[CH:8]=[CH:9][C:10]([CH2:13][N:14]2[CH:19]=[CH:18][CH:17]=[C:16]([C:20]3[CH:25]=[CH:24][C:23]([NH2:26])=[CH:22][CH:21]=3)[C:15]2=[O:29])=[CH:11][CH:12]=1)[CH3:2]. Procedure details: 3-{4-[3-(4-Nitrophenyl)-2-oxo-2H-pyridin-1-ylmethyl]phenyl}propionic acid ethyl ester (P7, 300 mg, 0.74 mmol) and palladium on charcoal (30 mg) were stirred at room temperature in ethanol (10 mL) under atmospheric pressure of hydrogen for 3 hours, then the reaction mixture was filtered through celite and concentrated. The crude oil was purified by chromatography on silica gel (50% v/v ethyl acetate in petroleum ether) to afford the title compound as an oil. Product: C[Si](C)(C)c1ccc2c(c1)C(COC(=O)Nc1ccccc1)c1cc([Si](C)(C)C)ccc1-2. Reactants: C[Si](C)(C)c1ccc2c(c1)C(CO)c1cc([Si](C)(C)C)ccc1-2, O=C=Nc1ccccc1, c1ccccc1. RXN SMILES: [CH3:1][Si:2]([c:3]1[cH:4][c:5]2[c:13]([cH:14][cH:15]1)-[c:12]1[c:7]([cH:8][c:9]([Si:16]([CH3:17])([CH3:18])[CH3:19])[cH:10][cH:11]1)[CH:6]2[CH2:20][OH:21])([CH3:22])[CH3:23].[O:24]=[C:25]=[N:26][c:27]1[cH:28][cH:29][cH:30][cH:31][cH:32]1.[cH:33]1[cH:34][cH:35][cH:36][cH:37][cH:38]1>>[CH3:1][Si:2]([c:3]1[cH:4][c:5]2[c:13]([cH:14][cH:15]1)-[c:12]1[c:7]([cH:8][c:9]([Si:16]([CH3:17])([CH3:18])[CH3:19])[cH:10][cH:11]1)[CH:6]2[CH2:20][O:21][C:25](=[O:24])[NH:26][c:27]1[cH:28][cH:29][cH:30][cH:31][cH:32]1)([CH3:22])[CH3:23]. Reactants: C(C)(C)(C)OC(=O)N1CCC(CC1)C(=O)NC1=C(C(=O)NC2=NC=C(C=C2)Cl)C=C(C=C1)I (2-[(1-tert-butoxycarbonylpiperidin-4-ylcarbonyl)amino]-N-(5-chloropyridin-2-yl)-5-iodobenzamide), C(C=C)#N (acrylonitrile). The product is C(C)(C)(C)OC(=O)N1CCC(CC1)C(=O)NC1=C(C(=O)NC2=NC=C(C=C2)Cl)C=C(C=C1)\C=C\C#N ((E)-2-[(1-tert-butoxycarbonylpiperidin-4-ylcarbonyl)amino]-N-(5-chloropyridin-2-yl)-5-(2-cyanovinyl)benzamide). The yield is 48.0%. As a reaction SMILES: [C:1]([O:5][C:6]([N:8]1[CH2:13][CH2:12][CH:11]([C:14]([NH:16][C:17]2[CH:32]=[CH:31][C:30](I)=[CH:29][C:18]=2[C:19]([NH:21][C:22]2[CH:27]=[CH:26][C:25]([Cl:28])=[CH:24][N:23]=2)=[O:20])=[O:15])[CH2:10][CH2:9]1)=[O:7])([CH3:4])([CH3:3])[CH3:2].[C:34](#[N:37])[CH:35]=[CH2:36]>>[C:1]([O:5][C:6]([N:8]1[CH2:13][CH2:12][CH:11]([C:14]([NH:16][C:17]2[CH:32]=[CH:31][C:30](/[CH:36]=[CH:35]/[C:34]#[N:37])=[CH:29][C:18]=2[C:19]([NH:21][C:22]2[CH:27]=[CH:26][C:25]([Cl:28])=[CH:24][N:23]=2)=[O:20])=[O:15])[CH2:10][CH2:9]1)=[O:7])([CH3:4])([CH3:3])[CH3:2]. Reported procedure: Using methods substantially equivalent to those described in Example 259-A, 2-[(1-tert-butoxycarbonylpiperidin-4-ylcarbonyl)amino]-N-(5-chloropyridin-2-yl)-5-iodobenzamide was condensed with acrylonitrile. From the reaction mixture was isolated (E)-2-[(1-tert-butoxycarbonylpiperidin-4-ylcarbonyl)amino]-N-(5-chloropyridin-2-yl)-5-(2-cyanovinyl)benzamide (0.49 g, 48%), as well as the (Z)-isomer (see next example). The reactants are COC(=O)c1ccncc1C(=O)c1ccc(F)cc1, [H-], [Na+], CN(C)C=O, c1c[nH]cn1. The product is COC(=O)c1ccncc1C(=O)c1ccc(-n2ccnc2)cc1. RXN SMILES: [F:1][c:2]1[cH:3][cH:4][c:5]([C:6](=[O:7])[c:8]2[cH:9][n:10][cH:11][cH:12][c:13]2[C:14](=[O:15])[O:16][CH3:17])[cH:18][cH:19]1.[H-:21].[Na+:20].[O:27]=[CH:28][N:29]([CH3:30])[CH3:31].[nH:22]1[cH:23][n:24][cH:25][cH:26]1>>[c:2]1(-[n:22]2[cH:23][n:24][cH:25][cH:26]2)[cH:3][cH:4][c:5]([C:6](=[O:7])[c:8]2[cH:9][n:10][cH:11][cH:12][c:13]2[C:14](=[O:15])[O:16][CH3:17])[cH:18][cH:19]1. The reactants are C, CCO, CCOC(=O)C=Cc1cnn2c1N(C=O)CC2, C1CCOC1, [Pd]. Reaction SMILES: [C:26].[CH3:18][CH2:19][OH:20].[CH:1](=[O:2])[N:3]1[CH2:4][CH2:5][n:6]2[n:7][cH:8][c:9]([CH:11]=[CH:12][C:13](=[O:14])[O:15][CH2:16][CH3:17])[c:10]21.[O:21]1[CH2:22][CH2:23][CH2:24][CH2:25]1.[Pd:27]>>[CH:1](=[O:2])[N:3]1[CH2:4][CH2:5][n:6]2[n:7][cH:8][c:9]([CH2:11][CH2:12][C:13](=[O:14])[O:15][CH2:16][CH3:17])[c:10]21. Product: CCOC(=O)CCc1cnn2c1N(C=O)CC2.